From a dataset of the Open Reaction Database (ORD), a public repository of structured organic reaction records. describe an organic reaction: reactants, conditions, products, and yield Reactants: C(C)(=O)O[BH-](OC(C)=O)OC(C)=O.[Na+] (sodium triacetoxyborohydride), intermediate, C(C1=CC=CC=C1)=O (benzaldehyde), C(#N)C=1C(=C(SC1NC(C(CC)CC)=O)N1CCN(CC1)C(=O)OC(C)(C)C)C (tert-Butyl 4-{4-cyano-5-[(2-ethylbutanovl)amino]-3-methylthien-2-yl}piperazine-1-carboxylate), FC(C(=O)O)(F)F (trifluoroacetic acid). Solvent: ClC(C)Cl (dichloroethane), C(Cl)Cl (CH2Cl2). The product is C(C1=CC=CC=C1)N1CCN(CC1)C1=C(C(=C(S1)NC(C(CC)CC)=O)C#N)C (N-[5-(4-Benzylpiperazin-1-yl)-3-cyano-4-methylthien-2-yl]-2-ethylbutanamide). RXN SMILES: [C:1]([C:3]1[C:4]([CH3:29])=[C:5]([N:16]2[CH2:21][CH2:20][N:19]([C:22](OC(C)(C)C)=O)[CH2:18][CH2:17]2)[S:6][C:7]=1[NH:8][C:9](=[O:15])[CH:10]([CH2:13][CH3:14])[CH2:11][CH3:12])#[N:2].FC(F)(F)C(O)=O.C(=O)[C:38]1[CH:43]=[CH:42][CH:41]=[CH:40][CH:39]=1.C(O[BH-](OC(=O)C)OC(=O)C)(=O)C.[Na+]>C(Cl)Cl.ClC(Cl)C>[CH2:22]([N:19]1[CH2:18][CH2:17][N:16]([C:5]2[S:6][C:7]([NH:8][C:9](=[O:15])[CH:10]([CH2:11][CH3:12])[CH2:13][CH3:14])=[C:3]([C:1]#[N:2])[C:4]=2[CH3:29])[CH2:21][CH2:20]1)[C:38]1[CH:43]=[CH:42][CH:41]=[CH:40][CH:39]=1 |f:3.4|. Reported procedure: To a solution of 1.06 g (2.52 mmol) of the title compound from Example 30 in 10 mL of CH2Cl2 was added 10 mL of trifluoroacetic acid. After 2 h at ambient temperature the reaction was concentrated in vacuo. To 0.040 g (0.092 mmol) of this intermediate in 1 mL of dichloroethane was added 0.032 mL (0.20 mmol) of benzaldehyde, followed by 0.066 g (0.31 mmol) of sodium triacetoxyborohydride. After 16 h at ambient temperature the reaction was quenched by the addition of 10 mL of saturated aqueous NaH...